This data is from the Open Reaction Database (ORD), a public repository of structured organic reaction records. The task is: describe an organic reaction: reactants, conditions, products, and yield The reactants are ( b ), O1CNCC1 (oxazolidine), ( c ), ( a ), C1[C@@H]([C@@H](C2=CC=CC=C21)N)O ((1R,2S)-cis-1-amino-2-indanol). The product is C(C1=CC=CC=C1)=O (benzaldehyde), C1(=CC=CC=C1)C#C (phenylacetylene), alcohol. RXN SMILES: [CH2:1]1[C:9]2[C:4](=[CH:5][CH:6]=[CH:7][CH:8]=2)[C@@H:3](N)[C@H:2]1O.[O:12]1CCNC1>>[CH:1](=[O:12])[C:9]1[CH:4]=[CH:5][CH:6]=[CH:7][CH:8]=1.[C:4]1([C:3]#[CH:2])[CH:9]=[CH:8][CH:7]=[CH:6][CH:5]=1. Procedure details: Although mono-oxazolidines have been used for alkylation and alkynylation of aldehydes, the C2-symmetry of bisoxazolidine 1 provides superior results and appears to be crucial for both catalytic activity and asymmetric induction. For example, see: (a) Prasad, K. R. K.; Joshi, N. N. J. Org. Chem. 1997, 62, 3770-3771; (b) Kang, Y.; Wang, R.; Liu, L.; Da, C.; Yan, W.; Xu, Z. Tetrahedron Lett. 2005, 46, 863-865; and (c) Kang, Y. F.; Liu, L.; Wang, R.; Zhou, Y.-F. Yan, W. J. Adv. Synth. Catal. 2005, ...